Dataset: the Open Reaction Database (ORD), a public repository of structured organic reaction records. Task: describe an organic reaction: reactants, conditions, products, and yield The reactants are BrCC1=CC=C(C(=C1C(=O)OC(C)(C)C)OC(=O)OC(C)(C)C)C(F)(F)F (tert-butyl 6-(bromomethyl)-2-[(tert-butoxycarbonyl)oxy]-3-(trifluoromethyl)benzoate), ClC1=CC=C(C=N1)O (6-chloro-3-pyridinol). Yields the product ClC1=CC=C(C=N1)OCC1=CC=C(C(=C1C(=O)OC(C)(C)C)O)C(F)(F)F (tert-butyl 6-{[(6-chloro-3-pyridinyl)oxy]methyl}-2-hydroxy-3-(trifluoromethyl)benzoate). Yield: 84.0%. Reaction SMILES: Br[CH2:2][C:3]1[C:8]([C:9]([O:11][C:12]([CH3:15])([CH3:14])[CH3:13])=[O:10])=[C:7]([O:16]C(OC(C)(C)C)=O)[C:6]([C:24]([F:27])([F:26])[F:25])=[CH:5][CH:4]=1.[Cl:28][C:29]1[N:34]=[CH:33][C:32]([OH:35])=[CH:31][CH:30]=1>>[Cl:28][C:29]1[N:34]=[CH:33][C:32]([O:35][CH2:2][C:3]2[C:8]([C:9]([O:11][C:12]([CH3:15])([CH3:13])[CH3:14])=[O:10])=[C:7]([OH:16])[C:6]([C:24]([F:25])([F:26])[F:27])=[CH:5][CH:4]=2)=[CH:31][CH:30]=1. Reported procedure: According to a method similar to Example (2-3) and Example (33-5), from tert-butyl 6-(bromomethyl)-2-[(tert-butoxycarbonyl)oxy]-3-(trifluoromethyl)benzoate (6.22 g, 13.7 mmol) obtained in Example (28-5) and 6-chloro-3-pyridinol (1.77 g, 13.7 mmol), tert-butyl 6-{[(6-chloro-3-pyridinyl)oxy]methyl}-2-hydroxy-3-(trifluoromethyl)benzoate was obtained (4.61 g, two-step total yield: 84%). Reactants: C1(CCCCC1)N1C(CC1)C(=O)OC (methyl 1-(cyclohexyl)azetidine-2-carboxylate), O.[OH-].[Li+] (lithium hydroxide monohydrate). Yields the product C1(CCCCC1)N1C(CC1)C(=O)[O-].[Li+] (lithium 1-(cyclohexyl)azetidine-2-carboxylate). RXN SMILES: [CH:1]1([N:7]2[CH2:10][CH2:9][CH:8]2[C:11]([O:13]C)=[O:12])[CH2:6][CH2:5][CH2:4][CH2:3][CH2:2]1.O.[OH-].[Li+:17]>>[CH:1]1([N:7]2[CH2:10][CH2:9][CH:8]2[C:11]([O-:13])=[O:12])[CH2:6][CH2:5][CH2:4][CH2:3][CH2:2]1.[Li+:17] |f:1.2.3,4.5|. Procedure details: The reaction of methyl 1-(cyclohexyl)azetidine-2-carboxylate 19A and lithium hydroxide monohydrate yielded lithium 1-(cyclohexyl)azetidine-2-carboxylate as a brown oil (quant). MS ISP (m/e): 184.2 (100) [(M+H)]+. Reactants: ClC1=NC=CC(=C1)C1=CC=NC=C1 (2-chloro-[4,4′]bipyridinyl), [NH4+].[OH-] (NH4OH). Product: NC1=NC=CC(=C1)C1=CC=NC=C1 (2-amino-[4,4′]-bipyridine). RXN SMILES: Cl[C:2]1[CH:7]=[C:6]([C:8]2[CH:13]=[CH:12][N:11]=[CH:10][CH:9]=2)[CH:5]=[CH:4][N:3]=1.[NH4+:14].[OH-]>>[NH2:14][C:2]1[CH:7]=[C:6]([C:8]2[CH:13]=[CH:12][N:11]=[CH:10][CH:9]=2)[CH:5]=[CH:4][N:3]=1 |f:1.2|. Reported procedure: The title compound was prepared by heating 2-chloro-[4,4′]bipyridinyl and NH4OH (30% in H2O) in a bomb at 210° C. for 48 hours: MS (m/z): Calcd. C10H9N3 (M+): 171, found (M+H)+: 172.1 The reactants are ClC1=CC=C(CNC(=O)C=2C(C3=C(N(C2)C)SC(=C3)I)=O)C=C1 (N-(4-chlorobenzyl)-2-iodo-7-methyl-4-oxo-4,7-dihydrothieno[2,3-b]pyridine-5-carboxamide), C(C#C)O (propargyl alcohol). The reagents and catalysts are [Cu](I)I (copper iodide), Cl[Pd]([P](C1=CC=CC=C1)(C2=CC=CC=C2)C3=CC=CC=C3)([P](C4=CC=CC=C4)(C5=CC=CC=C5)C6=CC=CC=C6)Cl (Pd(PPh3)2Cl2). The solvent is C(C)NCC (diethylamine). Conditions: time 18 hour. The product is ClC1=CC=C(CNC(=O)C=2C(C3=C(N(C2)C)SC(=C3)C#CCO)=O)C=C1 (N-(4-Chlorobenzyl)-2-(3-hydroxy-1-propynyl)-7-methyl-4-oxo-4,7-dihydrothieno[2,3-b]pyridine-5-carboxamide). The yield is 77.0%. Reaction SMILES: [Cl:1][C:2]1[CH:23]=[CH:22][C:5]([CH2:6][NH:7][C:8]([C:10]2[C:11](=[O:21])[C:12]3[CH:19]=[C:18](I)[S:17][C:13]=3[N:14]([CH3:16])[CH:15]=2)=[O:9])=[CH:4][CH:3]=1.[CH2:24]([OH:27])[C:25]#[CH:26]>C(NCC)C.[Cu](I)I.Cl[Pd](Cl)([P](C1C=CC=CC=1)(C1C=CC=CC=1)C1C=CC=CC=1)[P](C1C=CC=CC=1)(C1C=CC=CC=1)C1C=CC=CC=1>[Cl:1][C:2]1[CH:23]=[CH:22][C:5]([CH2:6][NH:7][C:8]([C:10]2[C:11](=[O:21])[C:12]3[CH:19]=[C:18]([C:26]#[C:25][CH2:24][OH:27])[S:17][C:13]=3[N:14]([CH3:16])[CH:15]=2)=[O:9])=[CH:4][CH:3]=1 |^1:38,57|. Procedure details: To a suspension of N-(4-chlorobenzyl)-2-iodo-7-methyl-4-oxo-4,7-dihydrothieno[2,3-b]pyridine-5-carboxamide (Example No. 23) (1.632 g) in diethylamine (40 mL) is added copper iodide (0.210 g) and Pd(PPh3)2Cl2 (0.125 g) followed by addition of propargyl alcohol (0.29 mL). The reaction is stirred at art for 18 h. The diethylamine is removed in vacuo and the resulting brown solid is purified via column chromatography (CH2Cl2:CH3OH; 98:2). Fractions homogeneous by TLC are combined and concentrated in... Starting materials: O=C([O-])[O-], CCOC(=O)C1CN(C(=O)c2cc(OC)c(OC)c(OC)c2)CCN1C(=O)C1=Cc2cc(OC)c(OC)cc2CCC1, CO, [K+], [K+], O. Yields the product COc1cc2c(cc1OC)CCCC(C(=O)N1CCN(C(=O)c3cc(OC)c(OC)c(OC)c3)CC1C(=O)O)=C2. RXN SMILES: [C:43](=[O:44])([O-:45])[O-:46].[CH3:1][O:2][c:3]1[c:4]([O:41][CH3:42])[cH:5][c:6]2[c:7]([cH:40]1)[CH:8]=[C:9]([C:13](=[O:14])[N:15]1[CH:16]([C:35](=[O:36])[O:37][CH2:38][CH3:39])[CH2:17][N:18]([C:21]([c:22]3[cH:23][c:24]([O:32][CH3:33])[c:25]([O:30][CH3:31])[c:26]([O:28][CH3:29])[cH:27]3)=[O:34])[CH2:19][CH2:20]1)[CH2:10][CH2:11][CH2:12]2.[CH3:50][OH:51].[K+:47].[K+:48].[OH2:49]>>[CH3:1][O:2][c:3]1[c:4]([O:41][CH3:42])[cH:5][c:6]2[c:7]([cH:40]1)[CH:8]=[C:9]([C:13](=[O:14])[N:15]1[CH:16]([C:35](=[O:36])[OH:37])[CH2:17][N:18]([C:21]([c:22]3[cH:23][c:24]([O:32][CH3:33])[c:25]([O:30][CH3:31])[c:26]([O:28][CH3:29])[cH:27]3)=[O:34])[CH2:19][CH2:20]1)[CH2:10][CH2:11][CH2:12]2. The reactants are ClC=1C=CC(=C(C1)O)C1=NC2=C(N1CC1CCCCC1)C=C(C(=C2)F)F (5-chloro-2-(1-cyclohexylmethyl-5,6-difluoro-1H-benzoimidazol-2-yl)-phenol), COC(=O)C1CCC(CC1)COS(=O)(=O)C1=CC=C(C=C1)C (4-(toluene-4-sulfonyloxymethyl)-cyclohexane carboxylic acid methyl ester), solid. Product: COC(=O)C1CCC(CC1)COC1=C(C=CC(=C1)Cl)C1=NC2=C(N1CC1CCCCC1)C=C(C(=C2)F)F (4-[5-Chloro-2-(1-cyclohexylmethyl-5,6-difluoro-1H-benzoimidazol-2-yl)-phenoxymethyl]-cyclohexane carboxylic acid methyl ester). Reaction SMILES: [Cl:1][C:2]1[CH:3]=[CH:4][C:5]([C:9]2[N:13]([CH2:14][CH:15]3[CH2:20][CH2:19][CH2:18][CH2:17][CH2:16]3)[C:12]3[CH:21]=[C:22]([F:26])[C:23]([F:25])=[CH:24][C:11]=3[N:10]=2)=[C:6]([OH:8])[CH:7]=1.[CH3:27][O:28][C:29]([CH:31]1[CH2:36][CH2:35][CH:34]([CH2:37]OS(C2C=CC(C)=CC=2)(=O)=O)[CH2:33][CH2:32]1)=[O:30]>>[CH3:27][O:28][C:29]([CH:31]1[CH2:36][CH2:35][CH:34]([CH2:37][O:8][C:6]2[CH:7]=[C:2]([Cl:1])[CH:3]=[CH:4][C:5]=2[C:9]2[N:13]([CH2:14][CH:15]3[CH2:16][CH2:17][CH2:18][CH2:19][CH2:20]3)[C:12]3[CH:21]=[C:22]([F:26])[C:23]([F:25])=[CH:24][C:11]=3[N:10]=2)[CH2:33][CH2:32]1)=[O:30]. Procedure: The title compound was prepared in analogy to Example 5, intermediate a, from 5-chloro-2-(1-cyclohexylmethyl-5,6-difluoro-1H-benzoimidazol-2-yl)-phenol (Example 19, intermediate a) and 4-(toluene-4-sulfonyloxymethyl)-cyclohexane carboxylic acid methyl ester (CAS Reg. No. 1003013-11-3). Brown solid (51%). MS (Turbo Spray): m/z=531.4 (M+H). The reactants are C=CCN(C(=O)OCc1ccc([N+](=O)[O-])cc1)C1CCN(CC2CC(NC(=O)OC(C)(C)C)CC2c2ccccc2)CC1, CN=C=S. Product: C=CCN(C(=O)OCc1ccc([N+](=O)[O-])cc1)C1CCN(CC2CC(NC(=S)NC)CC2c2ccccc2)CC1. Reaction SMILES: [C:1]([O:2][C:3](=[O:4])[NH:8][CH:9]1[CH2:10][CH:11]([CH2:20][N:21]2[CH2:22][CH2:23][CH:24]([N:27]([CH2:28][CH:29]=[CH2:30])[C:31](=[O:32])[O:33][CH2:34][c:35]3[cH:36][cH:37][c:38]([N+:41](=[O:42])[O-:43])[cH:39][cH:40]3)[CH2:25][CH2:26]2)[CH:12]([c:14]2[cH:15][cH:16][cH:17][cH:18][cH:19]2)[CH2:13]1)([CH3:5])([CH3:6])[CH3:7].[CH3:44][N:45]=[C:46]=[S:47]>>[NH:8]([CH:9]1[CH2:10][CH:11]([CH2:20][N:21]2[CH2:22][CH2:23][CH:24]([N:27]([CH2:28][CH:29]=[CH2:30])[C:31](=[O:32])[O:33][CH2:34][c:35]3[cH:36][cH:37][c:38]([N+:41](=[O:42])[O-:43])[cH:39][cH:40]3)[CH2:25][CH2:26]2)[CH:12]([c:14]2[cH:15][cH:16][cH:17][cH:18][cH:19]2)[CH2:13]1)[C:46]([NH:45][CH3:44])=[S:47].